From a dataset of the Open Reaction Database (ORD), a public repository of structured organic reaction records. describe an organic reaction: reactants, conditions, products, and yield Reactants: C(CCCCCCC\C=C/CCCCCCCC)O (oleyl alcohol), CCCCCCCC/C=C\CCCCCCCCO (Ocenol), C(C)(=O)OC(C)=O (acetic anhydride). Yields the product C(C)(=O)OCCCCCCCC\C=C/CCCCCCCC (Oleyl Acetate). RXN SMILES: [CH2:1]([OH:19])[CH2:2][CH2:3][CH2:4][CH2:5][CH2:6][CH2:7][CH2:8]/[CH:9]=[CH:10]\[CH2:11][CH2:12][CH2:13][CH2:14][CH2:15][CH2:16][CH2:17][CH3:18].[C:20](OC(=O)C)(=[O:22])[CH3:21]>>[C:20]([O:19][CH2:1][CH2:2][CH2:3][CH2:4][CH2:5][CH2:6][CH2:7][CH2:8]/[CH:9]=[CH:10]\[CH2:11][CH2:12][CH2:13][CH2:14][CH2:15][CH2:16][CH2:17][CH3:18])(=[O:22])[CH3:21]. Procedure details: A technical grade oleyl alcohol (HD-Ocenol®90/95, iodine value 94, hydroxyl value 210) was reacted with acetic anhydride (20 mol-% excess) for 4 hours at 118° C. The reaction mixture was then poured onto ice water and the organic phase was washed repeatedly with water. The crude ester obtained was then dried and purified by distillation. The ester obtained had an iodine value of 83 and a residual hydroxyl value of 0.9. Starting materials: NCCO, O=Cc1ccccc1Cl, Cl, O=C1CNC(=O)N1, O. Product: O=C1NC(=O)C(=Cc2ccccc2Cl)N1. RXN SMILES: [CH2:17]([CH2:18][NH2:19])[OH:20].[Cl:1][c:2]1[c:3]([CH:4]=[O:5])[cH:6][cH:7][cH:8][cH:9]1.[ClH:21].[O:10]=[C:11]1[CH2:12][NH:13][C:14](=[O:15])[NH:16]1.[OH2:22]>>[Cl:1][c:2]1[c:3]([CH:4]=[C:12]2[C:11](=[O:10])[NH:16][C:14](=[O:15])[NH:13]2)[cH:6][cH:7][cH:8][cH:9]1. The reactants are C12=CC=C(N1)C=C1C=CC(=N1)C=C1C=CC(N1)=CC=1C=CC(N1)=C2 (porphyrin), NC=1C=C(C=CC1)C=1C2=CC=C(N2)C(=C2C=CC(C(=C3C=CC(=C(C=4C=CC1N4)C4=CC=CC=C4)N3)C3=CC=CC=C3)=N2)C2=CC=CC=C2 (5-(3-aminophenyl)-10,15,20-triphenylporphyrin), BrCC(=O)Br (bromoacetyl-bromide). Yields the product BrCC(=O)NC=1C=C(C=CC1)C=1C2=CC=C(N2)C(=C2C=CC(C(=C3C=CC(=C(C=4C=CC1N4)C4=CC=CC=C4)N3)C3=CC=CC=C3)=N2)C2=CC=CC=C2 (5-(3-bromoacetamidophenyl)-10,15,20-triphenylporphyrin). Reaction SMILES: C12C=C3N=C(C=C3)C=C3NC(C=C3)=CC3=NC(C=C3)=CC(N1)=CC=2.[NH2:25][C:26]1[CH:27]=[C:28]([C:32]2[C:33]3[NH:37][C:36]([C:38]([C:68]4[CH:73]=[CH:72][CH:71]=[CH:70][CH:69]=4)=[C:39]4[N:67]=[C:42]([C:43]([C:61]5[CH:66]=[CH:65][CH:64]=[CH:63][CH:62]=5)=[C:44]5[NH:60][C:47](=[C:48]([C:54]6[CH:59]=[CH:58][CH:57]=[CH:56][CH:55]=6)[C:49]6[CH:50]=[CH:51][C:52]=2[N:53]=6)[CH:46]=[CH:45]5)[CH:41]=[CH:40]4)=[CH:35][CH:34]=3)[CH:29]=[CH:30][CH:31]=1.[Br:74][CH2:75][C:76](Br)=[O:77]>>[Br:74][CH2:75][C:76]([NH:25][C:26]1[CH:27]=[C:28]([C:32]2[C:33]3[NH:37][C:36]([C:38]([C:68]4[CH:69]=[CH:70][CH:71]=[CH:72][CH:73]=4)=[C:39]4[N:67]=[C:42]([C:43]([C:61]5[CH:62]=[CH:63][CH:64]=[CH:65][CH:66]=5)=[C:44]5[NH:60][C:47](=[C:48]([C:54]6[CH:59]=[CH:58][CH:57]=[CH:56][CH:55]=6)[C:49]6[CH:50]=[CH:51][C:52]=2[N:53]=6)[CH:46]=[CH:45]5)[CH:41]=[CH:40]4)=[CH:35][CH:34]=3)[CH:29]=[CH:30][CH:31]=1)=[O:77]. Procedure: A porphyrin (5-(3-aminophenyl)-10,15,20-triphenylporphyrin is derivatized by reacting with excess bromoacetyl-bromide (dissolved in acetone containing sodium carbonate) to form (5-(3-bromoacetamidophenyl)-10,15,20-triphenylporphyrin. 10 μmol of the derivatized porphyrin and 10 mg of the scFv-4-helix bundle-cys are dissolved separately in 20 ml of dry dimethyl formamide. These two solutions are added over a period of 3 hours to 50 ml dry dimethyl formamide containing 25 mg sodium carbonate. These... Starting materials: C(C(=O)C1=CC=CC=C1)Br (phenacyl bromide), C1(=CC=CC=C1)C (toluene), liquid, C1(=CC=CC=C1)C (toluene), N1(CCCC1)C1=CCCC1 (1-pyrrolidino-1-cyclopentene), O (water). The product is C(C(=O)C1=CC=CC=C1)C1C(CCC1)=O (2-Phenacyl-cyclopentanone). As a reaction SMILES: [CH2:1](Br)[C:2]([C:4]1[CH:9]=[CH:8][CH:7]=[CH:6][CH:5]=1)=[O:3].[C:11]1([CH3:17])[CH:16]=[CH:15][CH:14]=CC=1.N1(C2CCCC=2)CCCC1.[OH2:28]>>[CH2:1]([CH:17]1[CH2:14][CH2:15][CH2:16][C:11]1=[O:28])[C:2]([C:4]1[CH:9]=[CH:8][CH:7]=[CH:6][CH:5]=1)=[O:3]. Procedure: A solution of 72.4 g. (0.36 mole) of phenacyl bromide in 175 ml. of toluene was added dropwise during 30 minutes to a stirred, boiling solution of 50.0 g. (0.36 mole) of 1-pyrrolidino-1-cyclopentene and 200 ml. of toluene. The mixture was heated under reflux for 3 hours, diluted cautiously with 200 ml. of water, refluxed for 4 hours and cooled. The layers were separated, the aqueous phase extracted with benzene, and the combined organic phase was dried over sodium sulfate and concentrated to an ...